From a dataset of the Open Reaction Database (ORD), a public repository of structured organic reaction records. describe an organic reaction: reactants, conditions, products, and yield The reactants are CC(C)(C)OC(=O)NCCCC(=O)NC1CCc2ccccc2N(Cc2ccc(-c3ccccc3-c3nnnn3C(c3ccccc3)(c3ccccc3)c3ccccc3)cc2)C1=O, CO. The product is CC(C)(C)OC(=O)NCCCC(=O)NC1CCc2ccccc2N(Cc2ccc(-c3ccccc3-c3nnn[nH]3)cc2)C1=O. RXN SMILES: [C:1]([CH3:2])([CH3:3])([CH3:4])[O:5][C:6](=[O:7])[NH:8][CH2:9][CH2:10][CH2:11][C:12](=[O:13])[NH:14][CH:15]1[C:16](=[O:63])[N:17]([CH2:26][c:27]2[cH:28][cH:29][c:30](-[c:33]3[c:34](-[c:39]4[n:40][n:41][n:42][n:43]4[C:44]([c:45]4[cH:46][cH:47][cH:48][cH:49][cH:50]4)([c:51]4[cH:52][cH:53][cH:54][cH:55][cH:56]4)[c:57]4[cH:58][cH:59][cH:60][cH:61][cH:62]4)[cH:35][cH:36][cH:37][cH:38]3)[cH:31][cH:32]2)[c:18]2[c:19]([cH:22][cH:23][cH:24][cH:25]2)[CH2:20][CH2:21]1.[CH3:64][OH:65]>>[C:1]([CH3:2])([CH3:3])([CH3:4])[O:5][C:6](=[O:7])[NH:8][CH2:9][CH2:10][CH2:11][C:12](=[O:13])[NH:14][CH:15]1[C:16](=[O:63])[N:17]([CH2:26][c:27]2[cH:28][cH:29][c:30](-[c:33]3[c:34](-[c:39]4[n:40][n:41][n:42][nH:43]4)[cH:35][cH:36][cH:37][cH:38]3)[cH:31][cH:32]2)[c:18]2[c:19]([cH:22][cH:23][cH:24][cH:25]2)[CH2:20][CH2:21]1. The reactants are O=C(n1ccnc1)n1ccnc1, CNOC, ClCCl, Cl, O=C(O)c1nccc2ccccc12. Yields the product CON(C)C(=O)c1nccc2ccccc12. Reaction SMILES: [C:1]([n:2]1[cH:3][cH:4][n:5][cH:6]1)([n:7]1[cH:8][cH:9][n:10][cH:11]1)=[O:12].[CH3:27][NH:28][O:29][CH3:30].[Cl:31][CH2:32][Cl:33].[ClH:26].[c:13]1([C:23](=[O:24])[OH:25])[n:14][cH:15][cH:16][c:17]2[cH:18][cH:19][cH:20][cH:21][c:22]12>>[c:13]1([C:23](=[O:25])[N:28]([CH3:27])[O:29][CH3:30])[n:14][cH:15][cH:16][c:17]2[cH:18][cH:19][cH:20][cH:21][c:22]12.